Dataset: the Open Reaction Database (ORD), a public repository of structured organic reaction records. Task: describe an organic reaction: reactants, conditions, products, and yield Reactants: [BH4-].[Na+] (sodium borohydride), FC([C@H](OC)C1=CC=C(C=C1)N1C(C2(CC1)CCC(CC2)=O)=O)(F)F (2-(4-((R)-2,2,2-trifluoro-1-methoxyethyl)phenyl)-2-azaspiro[4.5]decane-1,8-dione), ice water. The solvent is CO (methanol). Reaction conditions: temperature 0 celsius. Yields the product OC1CCC2(CCN(C2=O)C2=CC=C(C=C2)[C@H](C(F)(F)F)OC)CC1 (8-Hydroxy-2-[4-((R)-2,2,2-trifluoro-1-methoxy-ethyl)-phenyl]-2-aza-spiro[4.5]decan-1-one). RXN SMILES: [F:1][C:2]([F:25])([F:24])[C@@H:3]([C:6]1[CH:11]=[CH:10][C:9]([N:12]2[CH2:16][CH2:15][C:14]3([CH2:21][CH2:20][C:19](=[O:22])[CH2:18][CH2:17]3)[C:13]2=[O:23])=[CH:8][CH:7]=1)[O:4][CH3:5].[BH4-].[Na+]>CO>[OH:22][CH:19]1[CH2:18][CH2:17][C:14]2([C:13](=[O:23])[N:12]([C:9]3[CH:8]=[CH:7][C:6]([C@@H:3]([O:4][CH3:5])[C:2]([F:1])([F:24])[F:25])=[CH:11][CH:10]=3)[CH2:16][CH2:15]2)[CH2:21][CH2:20]1 |f:1.2|. Reported procedure: 2-(4-((R)-2,2,2-trifluoro-1-methoxyethyl)phenyl)-2-azaspiro[4.5]decane-1,8-dione (1.15 g) was dissolved in methanol (30 mL) under argon. The mixture was cooled to 0° C. and sodium borohydride (184 mg) was added in three portions to the cold reaction mixture. The mixture was allowed to warm to RT for 2 hours. The reaction mixture was poured into ice/water and was extracted two times with ethyl acetate. The combined organic layers were washed with brine, dried over Na2SO4, filtered and the solvent...